Dataset: the Open Reaction Database (ORD), a public repository of structured organic reaction records. Task: describe an organic reaction: reactants, conditions, products, and yield Yields the product BrC1CCCC(C1=O)(CCC)C (6-bromo-2-methyl-2-propyl-cyclohexanone). RXN SMILES: [CH3:1][C:2]1([CH2:9][CH2:10][CH3:11])[CH2:7][CH2:6][CH2:5][CH2:4][C:3]1=[O:8].[Br:12]C1CC(C(C)C)CCC1=O>>[Br:12][CH:4]1[C:3](=[O:8])[C:2]([CH3:1])([CH2:9][CH2:10][CH3:11])[CH2:7][CH2:6][CH2:5]1. Procedure details: The bromination of 2-methyl-2-propyl-cyclohexanone takes place in a manner similar to that described above for the preparation of 2-bromo-4-isopropyl-cyclohexanone. The title compound is reacted as a crude product without further characterization. Starting materials: CC1(C(CCCC1)=O)CCC (2-methyl-2-propyl-cyclohexanone), crude product, BrC1C(CCC(C1)C(C)C)=O (2-bromo-4-isopropyl-cyclohexanone).